This data is from the Open Reaction Database (ORD), a public repository of structured organic reaction records. The task is: describe an organic reaction: reactants, conditions, products, and yield The reactants are CC(=O)O, CC(=O)c1ccc(Nc2c(F)c(F)cc(F)c2F)c(CC(=O)N(C)C)c1. Yields the product CCc1ccc(Nc2c(F)c(F)cc(F)c2F)c(CC(=O)N(C)C)c1. RXN SMILES: [C:27]([OH:28])(=[O:29])[CH3:30].[CH3:1][N:2]([C:3]([CH2:4][c:5]1[c:6]([NH:14][c:15]2[c:16]([F:24])[c:17]([F:23])[cH:18][c:19]([F:22])[c:20]2[F:21])[cH:7][cH:8][c:9]([C:11]([CH3:12])=[O:13])[cH:10]1)=[O:25])[CH3:26]>>[CH3:1][N:2]([C:3]([CH2:4][c:5]1[c:6]([NH:14][c:15]2[c:16]([F:24])[c:17]([F:23])[cH:18][c:19]([F:22])[c:20]2[F:21])[cH:7][cH:8][c:9]([CH2:11][CH3:12])[cH:10]1)=[O:25])[CH3:26]. Reactants: S(O)(O)(=O)=O (sulfuric acid), OC1=C(C(=CC(=C1C(=O)OC)C)CCC(CCCC(CCCC(CCCC(C)C)C)C)(C)O)C(=O)OC (dimethyl 2-hydroxy-4-methyl-6-(3-hydroxy-3,7,11,15-tetramethyl-hexadecanyl)-benzene-1,3-dicarboxylate), sodium dihydrobis(2-methoxyethoxy)aluminate. Run in C=1(C(=CC=CC1)C)C (xylene), C1=CC=CC=C1 (benzene). Yields the product CC1=C(C(=C(C=C1C)CCC(CCCC(CCCC(CCCC(C)C)C)C)(C)O)C)O (2,3,6-trimethyl-5-(3-hydroxy-3,7,11,15-tetramethylhexadecanyl)-phenol). Yield: 99.9%. RXN SMILES: [OH:1][C:2]1[C:7]([C:8](OC)=O)=[C:6]([CH3:12])[CH:5]=[C:4]([CH2:13][CH2:14][C:15]([OH:33])([CH3:32])[CH2:16][CH2:17][CH2:18][CH:19]([CH3:31])[CH2:20][CH2:21][CH2:22][CH:23]([CH3:30])[CH2:24][CH2:25][CH2:26][CH:27]([CH3:29])[CH3:28])[C:3]=1[C:34](OC)=O.S(=O)(=O)(O)O>C1(C)C(C)=CC=CC=1.C1C=CC=CC=1>[CH3:8][C:7]1[C:6]([CH3:12])=[CH:5][C:4]([CH2:13][CH2:14][C:15]([OH:33])([CH3:32])[CH2:16][CH2:17][CH2:18][CH:19]([CH3:31])[CH2:20][CH2:21][CH2:22][CH:23]([CH3:30])[CH2:24][CH2:25][CH2:26][CH:27]([CH3:28])[CH3:29])=[C:3]([CH3:34])[C:2]=1[OH:1]. Procedure: To a solution of the dimethyl 2-hydroxy-4-methyl-6-(3-hydroxy-3,7,11,15-tetramethyl-hexadecanyl)-benzene-1,3-dicarboxylate (5.17 g) in xylene (25 ml) at 10° was added sodium dihydrobis(2-methoxyethoxy)aluminate (20 ml of a 70% by weight solution in benzene) over 20 min with occasional cooling to keep the temperature at 10°. After 10 min the solution was heated to reflux for 1.5 hr, cooled to 10° and was poured cautiously into cold 20% by weight aqueous sulfuric acid (200 ml). The mixture was ext... Reactants: ON1C(C=2C(C1=O)=CC=CC2)=O (N-hydroxyphthalimide), COC(=O)C=1C=C(C=CC1)B(O)O (3-methoxycarbonylphenylboronic acid), COC(=O)C=1C=C(C=CC1)B(O)O (3-Methoxycarbonylphenylboronic acid), N1=CC=CC=C1 (pyridine). The reagents and catalysts are [Cu]Cl (copper (I) chloride). The solvent is ClCCCl (1,2-Dichloroethane). Reaction conditions: time 4 day. The product is COC(=O)C=1C=C(ON2C(C=3C(C2=O)=CC=CC3)=O)C=CC1 (N-(3-Methoxycarbonylphenoxy)phthalimide). Yield: 46.0%. Reaction SMILES: [CH3:1][O:2][C:3]([C:5]1[CH:6]=[C:7](B(O)O)[CH:8]=[CH:9][CH:10]=1)=[O:4].[OH:14][N:15]1[C:19](=[O:20])[C:18]2=[CH:21][CH:22]=[CH:23][CH:24]=[C:17]2[C:16]1=[O:25].N1C=CC=CC=1>[Cu]Cl.ClCCCl>[CH3:1][O:2][C:3]([C:5]1[CH:6]=[C:7]([CH:8]=[CH:9][CH:10]=1)[O:14][N:15]1[C:16](=[O:25])[C:17]2=[CH:24][CH:23]=[CH:22][CH:21]=[C:18]2[C:19]1=[O:20])=[O:4]. Procedure: 3-Methoxycarbonylphenylboronic acid was subjected to similar coupling procedures with NHP as outlined above (method 1). A 100 mL round bottom flask was charged with N-hydroxyphthalimide (2.19 g, 13.4 mmol), copper (I) chloride (1.34 g, 13.5 mmol), freshly activated 4 Å molecular sieves (˜5 g), and 3-methoxycarbonylphenylboronic acid (4.79 g, 26.6 mmol). 1,2-Dichloroethane (60 mL) was added followed by pyridine (1.20 mL, 14.8 mmol), and the reaction suspension was stirred in an air atmosphere at ... Reactants: CC(C)([O-])C.[K+] (potassium tert-butoxide), C(C)(C)(C)C=1C=C2CC(CC2=CC1)C=O (5-tert-butyl-2-indancarbaldehyde), CI (methyl iodide). Solvent: CCOCC (ether). Product: C(C)(C)(C)C=1C=C2CC(CC2=CC1)(C=O)C (5-tert-butyl-2-methyl-2-indancarbaldehyde). The yield is 6.6%. Reaction SMILES: [CH3:1]C(C)([O-])C.[K+].[C:7]([C:11]1[CH:12]=[C:13]2[C:17](=[CH:18][CH:19]=1)[CH2:16][CH:15]([CH:20]=[O:21])[CH2:14]2)([CH3:10])([CH3:9])[CH3:8].CI>CCOCC>[C:7]([C:11]1[CH:12]=[C:13]2[C:17](=[CH:18][CH:19]=1)[CH2:16][C:15]([CH3:1])([CH:20]=[O:21])[CH2:14]2)([CH3:10])([CH3:8])[CH3:9] |f:0.1|. Reported procedure: To a solution of potassium tert-butoxide (Fluka, 0.45 g, 4 mmole) and of 5-tert-butyl-2-indancarbaldehyde (ex. 4; 0.71 g, 3.5 mmole), there was added at room temperature and under N2, methyl iodide (0.56 g, 4 mmole) and reaction was allowed at room temperature, under stirring. The mixture was taken in ether and washed with NH4Cl and brine, dried over Na2SO4 and concentrated (0,9 g). Chromatography on SiO2 (30 g), with toluene as eluting agent, provided 50 mg (purity>99%, yield 7%) of the desired... Reactants: ClCCl, CN(C)C=O, CS(=O)(=O)c1ccc(C(CC2CCC(=O)CC2)C(=O)O)cc1Cl, O=C(Cl)C(=O)Cl, Nc1cnc(Br)cn1, C1CCOC1, O=C(O)CC(O)(CC(=O)O)C(=O)O, c1ccncc1. Product: CS(=O)(=O)c1ccc(C(CC2CCC(=O)CC2)C(=O)Nc2cnc(Br)cn2)cc1Cl. Reaction SMILES: [CH2:44]([Cl:45])[Cl:46].[CH3:65][N:66]([CH3:67])[CH:68]=[O:69].[Cl:1][c:2]1[cH:3][c:4]([CH:12]([C:13](=[O:14])[OH:15])[CH2:16][CH:17]2[CH2:18][CH2:19][C:20](=[O:23])[CH2:21][CH2:22]2)[cH:5][cH:6][c:7]1[S:8](=[O:9])(=[O:10])[CH3:11].[Cl:24][C:25]([C:26]([Cl:27])=[O:28])=[O:29].[NH2:30][c:31]1[n:32][cH:33][c:34]([Br:37])[n:35][cH:36]1.[O:47]1[CH2:48][CH2:49][CH2:50][CH2:51]1.[OH:52][C:53]([CH2:54][C:55]([C:56](=[O:57])[OH:58])([CH2:59][C:60](=[O:61])[OH:62])[OH:63])=[O:64].[cH:38]1[cH:39][cH:40][n:41][cH:42][cH:43]1>>[Cl:1][c:2]1[cH:3][c:4]([CH:12]([C:13](=[O:14])[NH:30][c:31]2[n:32][cH:33][c:34]([Br:37])[n:35][cH:36]2)[CH2:16][CH:17]2[CH2:18][CH2:19][C:20](=[O:23])[CH2:21][CH2:22]2)[cH:5][cH:6][c:7]1[S:8](=[O:9])(=[O:10])[CH3:11]. Reactants: Br, COc1cc(N2CCOCC2)c(Cl)cc1C(C)C(=O)O. Product: CC1C(=O)Oc2cc(N3CCOCC3)c(Cl)cc21. RXN SMILES: [BrH:21].[Cl:1][c:2]1[c:3]([N:15]2[CH2:16][CH2:17][O:18][CH2:19][CH2:20]2)[cH:4][c:5]([O:13][CH3:10])[c:6]([CH:8]([C:9]([OH:11])=[O:14])[CH3:12])[cH:7]1>>[Cl:1][c:2]1[c:3]([N:15]2[CH2:16][CH2:17][O:18][CH2:19][CH2:20]2)[cH:4][c:5]2[c:6]([cH:7]1)[CH:8]([CH3:12])[C:9](=[O:11])[O:13]2. Starting materials: O1C(=CC=C1)P(C=1OC=CC1)C=1OC=CC1 (Tris(2-furyl)phosphine), C(C)(C)(C)OC(=O)NC1[C@@H]2N(C(=C(CS2)OS(=O)(=O)C(F)(F)F)C(=O)OC(C2=CC=CC=C2)C2=CC=CC=C2)C1=O (diphenylmethyl 7-(t-butyloxycarbonylamino)-3-trifluoromethylsulfonyloxy-3-cephem-4-carboxylate), CC(C)OC1=C(C(C1=O)=O)[Sn](CCCC)(CCCC)CCCC (4-(2-propoxy)-3-(tri-n-butylstannyl)cyclobut-3-ene-1,2-dione). Reagents/catalysts: [Cl-].[Zn+2].[Cl-] (zinc chloride), [Pd].C(C1=CC=CC=C1)=CC(=O)C=CC1=CC=CC=C1.C(C1=CC=CC=C1)=CC(=O)C=CC1=CC=CC=C1 (bis(dibenzylidene-acetone) palladium (0)). Solvent: C(C)(=O)OCC (ethyl acetate), CN1C(CCC1)=O (N-methyl-2-pyrrolidinone). Reaction conditions: time 0.5 hour. The product is C(C)(C)(C)OC(=O)NC1[C@@H]2N(C(=C(CS2)C2=C(C(C2=O)=O)OC(C)C)C(=O)OC(C2=CC=CC=C2)C2=CC=CC=C2)C1=O (Diphenylmethyl 7-(t-butoxycarbonylamino)-3-(3,4-dioxo-2-(2-propoxy)-1-cyclobutenyl)-3-cephem-4-carboxylate). Isolated yield 75.4%. Reaction SMILES: [C:1]([O:5][C:6]([NH:8][CH:9]1[C:40](=[O:41])[N:11]2[C:12]([C:24]([O:26][CH:27]([C:34]3[CH:39]=[CH:38][CH:37]=[CH:36][CH:35]=3)[C:28]3[CH:33]=[CH:32][CH:31]=[CH:30][CH:29]=3)=[O:25])=[C:13](OS(C(F)(F)F)(=O)=O)[CH2:14][S:15][C@H:10]12)=[O:7])([CH3:4])([CH3:3])[CH3:2].[CH3:42][CH:43]([O:45][C:46]1[C:49](=[O:50])[C:48](=[O:51])[C:47]=1[Sn](CCCC)(CCCC)CCCC)[CH3:44].O1C=CC=C1P(C1OC=CC=1)C1OC=CC=1>CN1CCCC1=O.C(OCC)(=O)C.[Cl-].[Zn+2].[Cl-].[Pd].C(=CC(C=CC1C=CC=CC=1)=O)C1C=CC=CC=1.C(=CC(C=CC1C=CC=CC=1)=O)C1C=CC=CC=1>[C:1]([O:5][C:6]([NH:8][CH:9]1[C:40](=[O:41])[N:11]2[C:12]([C:24]([O:26][CH:27]([C:34]3[CH:35]=[CH:36][CH:37]=[CH:38][CH:39]=3)[C:28]3[CH:33]=[CH:32][CH:31]=[CH:30][CH:29]=3)=[O:25])=[C:13]([C:47]3[C:48](=[O:51])[C:49](=[O:50])[C:46]=3[O:45][CH:43]([CH3:44])[CH3:42])[CH2:14][S:15][C@H:10]12)=[O:7])([CH3:4])([CH3:3])[CH3:2] |f:5.6.7,8.9.10|. Procedure details: A solution of diphenylmethyl 7-(t-butyloxycarbonylamino)-3-trifluoromethylsulfonyloxy-3-cephem-4-carboxylate (307 mg, 0.50 mmol) and 4-(2-propoxy)-3-(tri-n-butylstannyl)cyclobut-3-ene-1,2-dione (236 mg, 0.55 mmol) in N-methyl-2-pyrrolidinone (NMP, 4.5 mL) was degassed with a gentle stream of argon. Tris(2-furyl)phosphine (11.5 mg, 0.050 mmol), zinc chloride (136 mg, 1.0 mmol), and bis(dibenzylidene-acetone) palladium (0) (14.4 mg, 0.025 mmol) were successively added. The mixture was stirred at a... Reactants: BrC=1C=C(C(=O)NCC=2C=NC(=CC2)C)C=C(C1)S(=O)(=O)C (3-bromo-N-((6-methylpyridin-3-yl)methyl)-5-(methylsulfonyl)benzamide), CC=1C=CC(=NC1)[Sn](CCCC)(CCCC)CCCC (5-methyl-2-(tributylstannyl)pyridine). Reagents/catalysts: C=1C=CC(=CC1)[P](C=2C=CC=CC2)(C=3C=CC=CC3)[Pd]([P](C=4C=CC=CC4)(C=5C=CC=CC5)C=6C=CC=CC6)([P](C=7C=CC=CC7)(C=8C=CC=CC8)C=9C=CC=CC9)[P](C=1C=CC=CC1)(C=1C=CC=CC1)C=1C=CC=CC1 (tetrakis(triphenylphosphine)palladium(0)). The solvent is C1(=CC=CC=C1)C (toluene). Product: CC=1C=CC(=NC1)C=1C=C(C(=O)NCC=2C=NC(=CC2)C)C=C(C1)S(=O)(=O)C (3-(5-Methylpyridin-2-yl)-N-((6-methylpyridin-3-yl)methyl)-5-(methylsulfonyl)benzamide). Reaction SMILES: Br[C:2]1[CH:3]=[C:4]([CH:16]=[C:17]([S:19]([CH3:22])(=[O:21])=[O:20])[CH:18]=1)[C:5]([NH:7][CH2:8][C:9]1[CH:10]=[N:11][C:12]([CH3:15])=[CH:13][CH:14]=1)=[O:6].[CH3:23][C:24]1[CH:25]=[CH:26][C:27]([Sn](CCCC)(CCCC)CCCC)=[N:28][CH:29]=1>C1C=CC([P]([Pd]([P](C2C=CC=CC=2)(C2C=CC=CC=2)C2C=CC=CC=2)([P](C2C=CC=CC=2)(C2C=CC=CC=2)C2C=CC=CC=2)[P](C2C=CC=CC=2)(C2C=CC=CC=2)C2C=CC=CC=2)(C2C=CC=CC=2)C2C=CC=CC=2)=CC=1.C1(C)C=CC=CC=1>[CH3:23][C:24]1[CH:25]=[CH:26][C:27]([C:2]2[CH:3]=[C:4]([CH:16]=[C:17]([S:19]([CH3:22])(=[O:21])=[O:20])[CH:18]=2)[C:5]([NH:7][CH2:8][C:9]2[CH:10]=[N:11][C:12]([CH3:15])=[CH:13][CH:14]=2)=[O:6])=[N:28][CH:29]=1 |^1:46,48,67,86|. Procedure details: A mixture of 3-bromo-N-((6-methylpyridin-3-yl)methyl)-5-(methylsulfonyl)benzamide (71 mg, 0.18 mmol), 5-methyl-2-(tributylstannyl)pyridine (91 mg, 0.23 mmol), tetrakis(triphenylphosphine)palladium(0) (11 mg, 0.0093 mmol) and toluene (2.0 mL) under argon was subjected to microwave irradiation at 120° C. for 2 hours. The mixture was cooled to allow the product to precipitate. The solvent was discarded and the precipitated solids were rinsed with hexane and then purified by preparative HPLC (100×21... The reactants are COC1=C(C=O)C=C(C=C1)F (2-methoxy-5-fluorobenzaldehyde), C(=CCC)[Mg]Br (1-butenylmagnesium bromide), [Cl-].[NH4+] (ammonium chloride). Solvent: C1CCOC1 (THF). Yields the product COC1=C(C=C(C=C1)F)C(CCC=C)O (1-(2′-Methoxy-5′-fluorophenyl)pent-4-en-1-ol). Yield: 79.8%. Reaction SMILES: [CH3:1][O:2][C:3]1[CH:10]=[CH:9][C:8]([F:11])=[CH:7][C:4]=1[CH:5]=[O:6].[CH:12]([Mg]Br)=[CH:13][CH2:14][CH3:15].[Cl-].[NH4+]>C1COCC1>[CH3:1][O:2][C:3]1[CH:10]=[CH:9][C:8]([F:11])=[CH:7][C:4]=1[CH:5]([OH:6])[CH2:15][CH2:14][CH:13]=[CH2:12] |f:2.3|. Procedure: To a solution of 2-methoxy-5-fluorobenzaldehyde (3.0 g, 19.5 mmol) in THF (20 mL) at 0° C. was added a solution 1-butenylmagnesium bromide (0.5 M in THF, 45 mL, 22.5 mmol) dropwise for 15 min. Then the reaction mixture was poured to a solution of saturated ammonium chloride (80 mL) in a separatory funnel. The organic fraction was extracted with ethyl acetate (3×60 mL) and the combined organic layers were washed with brine (50 mL) and dried over sodium sulfate. The solvent then was removed in vac...